describe an organic reaction: reactants, conditions, products, and yield From a dataset of the Open Reaction Database (ORD), a public repository of structured organic reaction records. The reactants are C(C)(C)N(C(=O)C=1C=C2C(=C(NC2=CC1)C1=CC(=CC(=C1)C)C)CCN)C(C)C (3-(2-aminoethyl)-2-(3,5-dimethylphenyl)-1H-indole-5-carboxylic acid diisopropylamide), C(#N)[BH3-].[Na+] (sodium cyanoborohydride), S(=O)(=O)([O-])[O-].[Mg+2] (magnesium sulfate), N1=CC(=CC=C1)C1=CC=C(S1)C=O (5-pyridin-3-yl-thiophene-2-carbaldehyde). Solvent: CO (methanol), C(Cl)(Cl)Cl (chloroform), C(C)(=O)O (acetic acid). Conditions: time 40 minute. The product is C(C)(C)N(C(=O)C=1C=C2C(=C(NC2=CC1)C1=CC(=CC(=C1)C)C)CCNCC=1SC(=CC1)C=1C=NC=CC1)C(C)C (2-(3,5-Dimethylphenyl)-3-{2-[(5-pyridin-3-yl-thiophen-2-ylmethyl)amino]-ethyl}-1H-indole-5-carboxylic acid diisopropylamide). As a reaction SMILES: [CH:1]([N:4]([CH:27]([CH3:29])[CH3:28])[C:5]([C:7]1[CH:8]=[C:9]2[C:13](=[CH:14][CH:15]=1)[NH:12][C:11]([C:16]1[CH:21]=[C:20]([CH3:22])[CH:19]=[C:18]([CH3:23])[CH:17]=1)=[C:10]2[CH2:24][CH2:25][NH2:26])=[O:6])([CH3:3])[CH3:2].S([O-])([O-])(=O)=O.[Mg+2].[N:36]1[CH:41]=[CH:40][CH:39]=[C:38]([C:42]2[S:46][C:45]([CH:47]=O)=[CH:44][CH:43]=2)[CH:37]=1.C([BH3-])#N.[Na+]>C(O)(=O)C.CO.C(Cl)(Cl)Cl>[CH:27]([N:4]([CH:1]([CH3:3])[CH3:2])[C:5]([C:7]1[CH:8]=[C:9]2[C:13](=[CH:14][CH:15]=1)[NH:12][C:11]([C:16]1[CH:17]=[C:18]([CH3:23])[CH:19]=[C:20]([CH3:22])[CH:21]=1)=[C:10]2[CH2:24][CH2:25][NH:26][CH2:47][C:45]1[S:46][C:42]([C:38]2[CH:37]=[N:36][CH:41]=[CH:40][CH:39]=2)=[CH:43][CH:44]=1)=[O:6])([CH3:29])[CH3:28] |f:1.2,4.5|. Reported procedure: To a solution of 3-(2-aminoethyl)-2-(3,5-dimethylphenyl)-1H-indole-5-carboxylic acid diisopropylamide in a mixture of dry chloroform and methanol at 0° C. is added magnesium sulfate followed by 5-pyridin-3-yl-thiophene-2-carbaldehyde and the mixture stirred at low temperature. After 40 minutes, acetic acid is added followed by a solution of sodium cyanoborohydride and the mixture allowed to warm to room temperature. After completion, the reaction is quenched by the addition of saturated aqueous ... The reactants are COC(=O)C12CCC(NC(=O)OCc3ccccc3)(CC1)CC2, CCO, [Na+], [OH-]. The product is O=C(NC12CCC(C(=O)O)(CC1)CC2)OCc1ccccc1. RXN SMILES: [CH2:1]([c:2]1[cH:3][cH:4][cH:5][cH:6][cH:7]1)[O:8][C:9](=[O:10])[NH:11][C:12]12[CH2:13][CH2:14][C:15]([C:20](=[O:21])[O:22][CH3:23])([CH2:16][CH2:17]1)[CH2:18][CH2:19]2.[CH3:26][CH2:27][OH:28].[Na+:25].[OH-:24]>>[CH2:1]([c:2]1[cH:3][cH:4][cH:5][cH:6][cH:7]1)[O:8][C:9](=[O:10])[NH:11][C:12]12[CH2:13][CH2:14][C:15]([C:20](=[O:21])[OH:22])([CH2:16][CH2:17]1)[CH2:18][CH2:19]2. Reactants: C(C)OC(CC1=CN=C(C2=CC(=C(C=C12)OC)OC)CNC(=O)OC(C)(C)C)=O ([1-(tert-Butoxycarbonylamino-methyl)-6,7-dimethoxy-isoquinolin-4-yl]-acetic acid ethyl ester), O[Li].O (LiOH—H2O). Yields the product C(C)(C)(C)OC(=O)NCC1=NC=C(C2=CC(=C(C=C12)OC)OC)CC(=O)O ([1-(tert-butoxycarbonylamino-methyl)-6,7-dimethoxy-isoquinolin-4-yl]-acetic acid). Yield: 84.8%. As a reaction SMILES: C([O:3][C:4](=[O:29])[CH2:5][C:6]1[C:15]2[C:10](=[CH:11][C:12]([O:18][CH3:19])=[C:13]([O:16][CH3:17])[CH:14]=2)[C:9]([CH2:20][NH:21][C:22]([O:24][C:25]([CH3:28])([CH3:27])[CH3:26])=[O:23])=[N:8][CH:7]=1)C.O[Li].O>>[C:25]([O:24][C:22]([NH:21][CH2:20][C:9]1[C:10]2[C:15](=[CH:14][C:13]([O:16][CH3:17])=[C:12]([O:18][CH3:19])[CH:11]=2)[C:6]([CH2:5][C:4]([OH:29])=[O:3])=[CH:7][N:8]=1)=[O:23])([CH3:28])([CH3:26])[CH3:27] |f:1.2|. Procedure details: [1-(tert-Butoxycarbonylamino-methyl)-6,7-dimethoxy-isoquinolin-4-yl]-acetic acid ethyl ester (338 mg, 0.83 mmol) was hydrolysed with LiOH—H2O (60 mg, 1.4 mmol) according to the procedure outlined in example 1D to give [1-(tert-butoxycarbonylamino-methyl)-6,7-dimethoxy-isoquinolin-4-yl]-acetic acid (265 mg, 84%). H1-NMR (DMSO): δ 8.11 (s, 1H), 7.57 (s, 1H), 7.28 (t, 3H, J=5.9 Hz), 7.24 (s, 1H), 4.67 (d, 2H), 3.93 (s, 2H), 3.90 and 3.88 (s, 3H each), 1.37 (s, 9H); MS: APCI (M+H) calc'd for C19H24N...